Dataset: the Open Reaction Database (ORD), a public repository of structured organic reaction records. Task: describe an organic reaction: reactants, conditions, products, and yield Reactants: ClC=1C=C(C=C(C1)Cl)C1(CC(=NO1)C1=CC(=C(C(=O)NCC(F)(F)F)C=C1)SC)C(F)(F)F (4-[5-(3,5-dichlorophenyl)-5-trifluoromethyl-4,5-dihydroisoxazol-3-yl]-2-methylthio-N-(2,2,2-trifluoroethyl)benzoic acid amide), ClN1C(CCC1=O)=O (N-chlorosuccinic acid imide). Run in O (water), ClCCCl (1,2-dichloroethane). The product is ClC=1C=C(C=C(C1)Cl)C1(CC(=NO1)C1=CC(=C(C(=O)NCC(F)(F)F)C=C1)S(=O)C)C(F)(F)F (4-[5-(3,5-dichlorophenyl)-5-trifluoromethyl-4,5-dihydroisoxazol-3-yl]-2-methylsulfinyl-N-(2,2,2-trifluoroethyl)benzoic acid amide). The yield is 43.4%. As a reaction SMILES: [Cl:1][C:2]1[CH:3]=[C:4]([C:9]2([C:30]([F:33])([F:32])[F:31])[O:13][N:12]=[C:11]([C:14]3[CH:27]=[CH:26][C:17]([C:18]([NH:20][CH2:21][C:22]([F:25])([F:24])[F:23])=[O:19])=[C:16]([S:28][CH3:29])[CH:15]=3)[CH2:10]2)[CH:5]=[C:6]([Cl:8])[CH:7]=1.ClN1C(=[O:40])CCC1=O>ClCCCl.O>[Cl:8][C:6]1[CH:5]=[C:4]([C:9]2([C:30]([F:33])([F:32])[F:31])[O:13][N:12]=[C:11]([C:14]3[CH:27]=[CH:26][C:17]([C:18]([NH:20][CH2:21][C:22]([F:23])([F:25])[F:24])=[O:19])=[C:16]([S:28]([CH3:29])=[O:40])[CH:15]=3)[CH2:10]2)[CH:3]=[C:2]([Cl:1])[CH:7]=1. Reported procedure: In a solution of 0.38 g of 4-[5-(3,5-dichlorophenyl)-5-trifluoromethyl-4,5-dihydroisoxazol-3-yl]-2-methylthio-N-(2,2,2-trifluoroethyl)benzoic acid amide (Compound of the present invention No. 5-322) synthesized similarly to Synthetic Example 13 in 6 ml of 1,2-dichloroethane, 0.10 g of N-chlorosuccinic acid imide was added with stirring at room temperature, and stirred at the same temperature for 11 hours. After the completion of the reaction, the reaction mixture was poured in 30 ml of water, an... Procedure: With the aid of a catalyst of 0.014 part by weight of the TiCl3 . 0.33 AlCl3 described in Example 1 and 0.022 part by weight of diethylaluminum chloride, 20 parts by weight of propene (99%) is polymerized under a pressure of 14-9 atm. gauge and a temperature of 70° C. after adding 0.00015 part by weight of hydrogen in 60 parts by weight of a butene-2-rich C4 -cut containing 0.4% of butene-1. After a polymerization period of 6 hours, 1.0 part by weight of ethene is introduced under pressure, and ... Product: C=CC.C=C.CCC=C (propene ethene butene-1). Conditions: time 4 hour. RXN SMILES: [Al+3].[Cl-].[Cl-].[Cl-].[Cl-].[CH2:6]([Al+]CC)[CH3:7].[CH2:11]=[CH:12][CH3:13].[H][H].[CH3:16]/[CH:17]=[CH:18]/[CH3:19].CCC=C.C=C>>[CH2:11]=[CH:12][CH3:13].[CH2:6]=[CH2:7].[CH3:19][CH2:18][CH:17]=[CH2:16] |f:0.1.2.3,4.5,11.12.13|. Reactants: C=C (ethene), TiCl3, C=CC (propene), CCC=C (butene-1), [Al+3].[Cl-].[Cl-].[Cl-] (AlCl3), [Cl-].C(C)[Al+]CC (diethylaluminum chloride), [H][H] (hydrogen), C/C=C/C (butene-2). The reactants are NCCC=1N=C(SC1)NS(=O)(=O)C1=C(C(=CC=C1)Cl)C (N-[4-(2-aminoethyl)-1,3-thiazol-2-yl]-3-chloro-2-methylbenzenesulfonamide), BrCCCC(=O)OCC (ethyl 4-bromobutyrate), CCN(C(C)C)C(C)C (DIEA), [I-].[K+] (potassium iodide). The solvent is C(C)O (ethanol), CS(=O)C (DMSO). Product: ClC=1C(=C(C=CC1)S(=O)(=O)NC=1SC=C(N1)CCN1C(CCC1)=O)C (3-Chloro-2-methyl-N-{4-[2-(2-oxo-1-pyrrolidinyl)ethyl]-1,3-thiazol-2-yl}benzenesulfonamide). As a reaction SMILES: [NH2:1][CH2:2][CH2:3][C:4]1[N:5]=[C:6]([NH:9][S:10]([C:13]2[CH:18]=[CH:17][CH:16]=[C:15]([Cl:19])[C:14]=2[CH3:20])(=[O:12])=[O:11])[S:7][CH:8]=1.Br[CH2:22][CH2:23][CH2:24][C:25](OCC)=[O:26].CCN(C(C)C)C(C)C.[I-].[K+]>C(O)C.CS(C)=O>[Cl:19][C:15]1[C:14]([CH3:20])=[C:13]([S:10]([NH:9][C:6]2[S:7][CH:8]=[C:4]([CH2:3][CH2:2][N:1]3[CH2:22][CH2:23][CH2:24][C:25]3=[O:26])[N:5]=2)(=[O:11])=[O:12])[CH:18]=[CH:17][CH:16]=1 |f:3.4|. Procedure details: A mixture of EXAMPLE 200A (200 mg, 0.60 mmol), ethyl 4-bromobutyrate (118 mg, 0.60 mmol), DIEA (156 mg, 1.20) and potassium iodide (10 mg, 0.06 mmol) in ethanol (5 mL)/DMSO (2 mL) was refluxed overnight, allowed to cool to room temperature, and extracted with ethyl acetate. The organic phase was separated, dried over sodium sulphate, filtered and the solvent was evaporated. The residue was purified by flash chromatography on silica gel eluting with 20% acetone in DCM giving 18 mg (7%) of solid m... Reactants: P(O)(O)(O)=O (orthophosphoric acid), N(CCO)(CCO)CCO (triethanolamine), COC(C(=CCC)C)OC (1,1-dimethoxy-2-methylpent-2-ene), CC(=CCO)C (3-methyl-but-2-en-1-ol). The reagents and catalysts are amine-H4PO3. The solvent is C(C)(=O)O (acetic acid). Run at temperature 110 celsius, time 4 hour. The product is CC(C=O)=CC(CC=C(C)C)C (2,4,7-trimethylocta-2,6-dienal). Yield: 66.0%. Reaction SMILES: P(=O)(O)(O)O.N(CCO)(CCO)CCO.CO[CH:18]([O:24]C)[C:19]([CH3:23])=[CH:20][CH2:21][CH3:22].[CH3:26][C:27]([CH3:31])=[CH:28][CH2:29]O>C(O)(=O)C>[CH3:23][C:19](=[CH:20][CH:21]([CH3:22])[CH2:29][CH:28]=[C:27]([CH3:31])[CH3:26])[CH:18]=[O:24]. Reported procedure: The amine-H4PO3 catalyst (2.0 g, 1 w/w %) prepared by mixing orthophosphoric acid (85%) with triethanolamine (in 1:1 equivalent) was dissolved in acetic acid (4 ml, 2 ml/w %) and added to a mixture of 1,1-dimethoxy-2-methylpent-2-ene (200 g, 1.52 mol) and 3-methyl-but-2-en-1-ol (131 g, 1.52 mol). The mixture was heated to 110° C. for 2 h, then at 160° C. for further 4 h. During this period, volatile materials were collected through a 10 cm Vigreux column. The remaining oil was distilled in vacuo... Starting materials: CC=1C=NC=C(C1CSC1=NC(=CC(=N1)O)C)C (2-{[(3,5-dimethylpyridin-4-yl)methyl]sulfanyl}-6-methylpyrimidin-4-ol), Cl.O1CCOCC1 (HCl dioxane). Solvent: CO (MeOH). Product: Cl.CC=1C=NC=C(C1CSC1=NC(=CC(=N1)O)C)C (2-{[(3,5-dimethylpyridin-4-yl)methyl]sulfanyl}-6-methylpyrimidin-4-ol hydrochloride). Yield: 97.2%. As a reaction SMILES: [CH3:1][C:2]1[CH:3]=[N:4][CH:5]=[C:6]([CH3:18])[C:7]=1[CH2:8][S:9][C:10]1[N:15]=[C:14]([OH:16])[CH:13]=[C:12]([CH3:17])[N:11]=1.[ClH:19].O1CCOCC1>CO>[ClH:19].[CH3:1][C:2]1[CH:3]=[N:4][CH:5]=[C:6]([CH3:18])[C:7]=1[CH2:8][S:9][C:10]1[N:15]=[C:14]([OH:16])[CH:13]=[C:12]([CH3:17])[N:11]=1 |f:1.2,4.5|. Procedure: To a 0° C. mixture of 2-{[(3,5-dimethylpyridin-4-yl)methyl]sulfanyl}-6-methylpyrimidin-4-ol (1.1 g, 3.8 mmol) in MeOH (15 mL) was added 4M HCl/dioxane (4 mL, 16 mmol). The solution was evaporated and dried in vacuo, affording the title compound (1.1 g, 97% yield); 1H NMR (500 MHz, DMSO-d6): δ 2.23 (s, 3H), 2.56 (s, 6H), 4.65 (m, 2H), 4.44 (s, 2H), 6.15 (s, 1H), 8.69 (s, 1H); M+ 262. Reactants: C(C1=CC=C(C(=O)O)C=C1)(=O)O (terephthalic acid), C(CCCO)O (1,4-butanediol). Solvent: O1CCCC1 (THF). Product: C(CCC)(O)O (butanediol), C(C1=CC=C(C(=O)O)C=C1)(=O)O (terephthalic acid). Reaction SMILES: [C:1]([OH:12])(=[O:11])[C:2]1[CH:10]=[CH:9][C:5]([C:6]([OH:8])=[O:7])=[CH:4][CH:3]=1.C(O)CCCO>O1CCCC1>[CH:6]([OH:8])([OH:7])[CH2:5][CH2:4][CH3:3].[C:1]([OH:12])(=[O:11])[C:2]1[CH:10]=[CH:9][C:5]([C:6]([OH:8])=[O:7])=[CH:4][CH:3]=1. Reported procedure: First, terephthalic acid and 1,4-butanediol (the latter in an excess of 150-220 mol %, preferably 70-100 mol %) are reacted with each other in a conventional manner at temperatures within the range from 150° to 220° C. and pressures within the range from 0.7 to 1.5 bar over a period of from 30 to 90, preferably from 40 to 70, minutes. An esterification takes place and resulting THF (tetrahydrofuran) together with excess butanediol (BD) and small amounts of oligomeric and polymeric compounds and ... Reactants: C1(=CC=C(C=C1)S(=O)(=O)Cl)C (4-toluenesulfonyl chloride), CC1(OC2=CC=C(C=C2CC1CCO)F)C (2,2-dimethyl-6-fluoro-3-(2-hydroxyethyl)-chroman). Run in N1=CC=CC=C1 (pyridine). Run at time 2 hour. Yields the product CC1(OC2=CC=C(C=C2CC1CCOS(=O)(=O)C1=CC=C(C=C1)C)F)C (2,2-dimethyl-6-fluoro-3-[2-(4-toluenesulfonyloxy)-ethyl]-chroman). Reaction SMILES: [C:1]1([CH3:11])[CH:6]=[CH:5][C:4]([S:7](Cl)(=[O:9])=[O:8])=[CH:3][CH:2]=1.[CH3:12][C:13]1([CH3:27])[CH:22]([CH2:23][CH2:24][OH:25])[CH2:21][C:20]2[C:15](=[CH:16][CH:17]=[C:18]([F:26])[CH:19]=2)[O:14]1>N1C=CC=CC=1>[CH3:12][C:13]1([CH3:27])[CH:22]([CH2:23][CH2:24][O:25][S:7]([C:4]2[CH:5]=[CH:6][C:1]([CH3:11])=[CH:2][CH:3]=2)(=[O:9])=[O:8])[CH2:21][C:20]2[C:15](=[CH:16][CH:17]=[C:18]([F:26])[CH:19]=2)[O:14]1. Reported procedure: 4.01 g (21 mmol) of 4-toluenesulfonyl chloride are added while stirring at room temperature to a solution of 4.48 g (20 mmol) of 2,2-dimethyl-6-fluoro-3-(2-hydroxyethyl)-chroman in 30 ml of absolute pyridine, the slightly exothermic reaction being maintained at room temperature with an ice bath. The reaction mixture is then stirred at room temperature for 2 hours, then poured onto ice-water and the mixture is extracted with diethyl ether. The combined organic phases are washed while cold with 2N... Reactants: CC(C(=O)NC=1NC(C2=C(N1)NCC(C2)CCC2=CC=C(S2)C(=O)N[C@@H](CCC(=O)OCC)C(=O)OCC)=O)(C)C (N-[[5-[2-[2-[(2,2-dimethyl-1-oxopropyl)amino)-3,4,5,6,7,8-hexahydro-4-oxopyrido-(2,3-d)-pyrimidin-6-yl]ethyl]-2-thienyl]carbonyl]-L-glutamic acid, diethyl ester), ClC=1C(C(=C(C(C1Cl)=O)C#N)C#N)=O (2,3-dichloro-5,6-dicyano-1,4-benzoquinone). Run in ClCCl (Dichloromethane). Reaction conditions: time 30 minute. The product is CC(C(=O)NC1=NC(C2=C(N1)N=CC(=C2)CCC2=CC=C(S2)C(=O)N[C@@H](CCC(=O)OCC)C(=O)OCC)=O)(C)C (N-[[5-[2-[2-[(2,2-Dimethyl-1-oxopropyl)amino]-1,4-dihydro-4-oxopyrido-[2,3-d]-pyrimidin-6-yl]ethyl]-2-thienyl]carbonyl]-L-glutamic Acid, Diethyl Ester). Isolated yield 86.8%. Reaction SMILES: [CH3:1][C:2]([CH3:41])([CH3:40])[C:3]([NH:5][C:6]1[NH:7][C:8](=[O:39])[C:9]2[CH2:15][CH:14]([CH2:16][CH2:17][C:18]3[S:22][C:21]([C:23]([NH:25][C@H:26]([C:34]([O:36][CH2:37][CH3:38])=[O:35])[CH2:27][CH2:28][C:29]([O:31][CH2:32][CH3:33])=[O:30])=[O:24])=[CH:20][CH:19]=3)[CH2:13][NH:12][C:10]=2[N:11]=1)=[O:4].ClC1C(=O)C(C#N)=C(C#N)C(=O)C=1Cl>ClCCl>[CH3:41][C:2]([CH3:1])([CH3:40])[C:3]([NH:5][C:6]1[NH:11][C:10]2[N:12]=[CH:13][C:14]([CH2:16][CH2:17][C:18]3[S:22][C:21]([C:23]([NH:25][C@H:26]([C:34]([O:36][CH2:37][CH3:38])=[O:35])[CH2:27][CH2:28][C:29]([O:31][CH2:32][CH3:33])=[O:30])=[O:24])=[CH:20][CH:19]=3)=[CH:15][C:9]=2[C:8](=[O:39])[N:7]=1)=[O:4]. Procedure details: Dichloromethane (350 mL) was added to the 2:3 mixture of R-L and S-L diastereomers of N-[[5-[2-[2-[(2,2-dimethyl-1-oxopropyl)amino)-3,4,5,6,7,8-hexahydro-4-oxopyrido-(2,3-d)-pyrimidin-6-yl]ethyl]-2-thienyl]carbonyl]-L-glutamic acid, diethyl ester (17.0 g, 28.9 mmole) from Preparation 9 and stirred 30 minutes until a light yellow solution formed. As a solid, 2,3-dichloro-5,6-dicyano-1,4-benzoquinone (DDQ) (13.4 g, 59.2 mmol) was added. The solution initially turned purple, then with 30 minutes st...